From a dataset of the Open Reaction Database (ORD), a public repository of structured organic reaction records. describe an organic reaction: reactants, conditions, products, and yield Starting materials: CCOC(=O)C (EtOAc), C(C)NCC (Diethylamine), C(C)OC(C(C(=O)O)C(C)C=1C=NC(=CC1)NC(=O)OC(C)(C)C)=O (2-[1-(6-tert-butoxycarbonylamino-pyridin-3-yl)-ethyl]-malonic acid monoethyl ester), C=O (formaldehyde). Solvent: C(Cl)Cl (methylene chloride). The product is C(C)OC(C(=C)C(C)C=1C=NC(=CC1)NC(=O)OC(C)(C)C)=O (2-[1-(6-tert-butoxycarbonylamino-pyridin-3-yl)-ethyl]-acrylic acid ethyl ester). Yield: 41.1%. Reaction SMILES: C(NCC)C.[CH2:6]([O:8][C:9](=[O:30])[CH:10]([CH:14]([C:16]1[CH:17]=[N:18][C:19]([NH:22][C:23]([O:25][C:26]([CH3:29])([CH3:28])[CH3:27])=[O:24])=[CH:20][CH:21]=1)[CH3:15])[C:11](O)=O)[CH3:7].C=O.CCOC(C)=O>C(Cl)Cl>[CH2:6]([O:8][C:9](=[O:30])[C:10]([CH:14]([C:16]1[CH:17]=[N:18][C:19]([NH:22][C:23]([O:25][C:26]([CH3:27])([CH3:29])[CH3:28])=[O:24])=[CH:20][CH:21]=1)[CH3:15])=[CH2:11])[CH3:7]. Reported procedure: Diethylamine (0.153 mL, 1.473 mmol) was added to a solution of 2-[1-(6-tert-butoxycarbonylamino-pyridin-3-yl)-ethyl]-malonic acid monoethyl ester (423 mg, 1.2 mmol) and formaldehyde (132 mg, 1.626 mmol, 36% in water) in methylene chloride (2 mL) at 0° C. under argon. The mixture was stirred at room temperature over night. EtOAc was added and the solution was washed with water, NaHCO3 and brine, dried and concentrated under reduced pressure. Flash chromatography (toluene/EtOAc, 3:1) gave 2-[1-(6-... The reactants are CCC(CC)(c1ccc(C=CC2(O)CCCC2)c(C)c1)c1ccc(-c2cncc(CC(=O)OC)c2)c(C)c1, CO, [Cl-], [NH4+], [Na+], [OH-]. Yields the product CCC(CC)(c1ccc(C=CC2(O)CCCC2)c(C)c1)c1ccc(-c2cncc(CC(=O)O)c2)c(C)c1. Reaction SMILES: [CH3:3][O:4][C:5]([CH2:6][c:7]1[cH:8][n:9][cH:10][c:11](-[c:13]2[c:14]([CH3:39])[cH:15][c:16]([C:19]([CH2:20][CH3:21])([c:22]3[cH:23][c:24]([CH3:36])[c:25]([CH:28]=[CH:29][C:30]4([OH:35])[CH2:31][CH2:32][CH2:33][CH2:34]4)[cH:26][cH:27]3)[CH2:37][CH3:38])[cH:17][cH:18]2)[cH:12]1)=[O:40].[CH3:43][OH:44].[Cl-:41].[NH4+:42].[Na+:2].[OH-:1]>>[O:4]=[C:5]([CH2:6][c:7]1[cH:8][n:9][cH:10][c:11](-[c:13]2[c:14]([CH3:39])[cH:15][c:16]([C:19]([CH2:20][CH3:21])([c:22]3[cH:23][c:24]([CH3:36])[c:25]([CH:28]=[CH:29][C:30]4([OH:35])[CH2:31][CH2:32][CH2:33][CH2:34]4)[cH:26][cH:27]3)[CH2:37][CH3:38])[cH:17][cH:18]2)[cH:12]1)[OH:40]. Yields the product COCCN1N=CC(=C1)C=1C=CC=2N(N1)C(=NN2)CC=2C=C1C=CC=NC1=CC2 (6-{6-[1-(2-Methoxy-ethyl)-1H-pyrazol-4-yl]-[1,2,4]triazolo[4,3-b]pyridazin-3-yl methyl}-quinoline). As a reaction SMILES: [NH:1]1[CH:5]=[C:4]([C:6]2[CH:7]=[CH:8][C:9]3[N:10]([C:12]([CH2:15][C:16]4[CH:17]=[C:18]5[C:23](=[CH:24][CH:25]=4)[N:22]=[CH:21][CH:20]=[CH:19]5)=[N:13][N:14]=3)[N:11]=2)[CH:3]=[N:2]1.C([O-])([O-])=O.[K+].[K+].[CH3:32][O:33][CH2:34][CH2:35]Br>CCO>[CH3:32][O:33][CH2:34][CH2:35][N:1]1[CH:5]=[C:4]([C:6]2[CH:7]=[CH:8][C:9]3[N:10]([C:12]([CH2:15][C:16]4[CH:17]=[C:18]5[C:23](=[CH:24][CH:25]=4)[N:22]=[CH:21][CH:20]=[CH:19]5)=[N:13][N:14]=3)[N:11]=2)[CH:3]=[N:2]1 |f:1.2.3|. Reaction conditions: time 8 hour. The yield is 15.0%. The reactants are N1N=CC(=C1)C=1C=CC=2N(N1)C(=NN2)CC=2C=C1C=CC=NC1=CC2 (6-[6-(1H-Pyrazol-4-yl)-[1,2,4]triazolo[4,3-b]pyridazin-3-ylmethyl]-quinoline), COCCBr (2-bromoethyl methyl ether), Example 3, C(=O)([O-])[O-].[K+].[K+] (K2CO3). Run in CCO (EtOH). Reported procedure: To a solution of 6-[6-(1H-Pyrazol-4-yl)-[1,2,4]triazolo[4,3-b]pyridazin-3-ylmethyl]-quinoline as prepared in Example 3 (19 mg, 0.06 mmol) and K2CO3 (12 mg, 0.09 mmol) in EtOH (2 mL) was added 2-bromoethyl methyl ether (8 μL, 0.09 mmol). The reaction was stirred at rt overnight. The reaction was concentrated in vacuo followed by purification by HPLC (5-65% CH3CN over 35 min) resulting in the title compound (2.8 mg, 15%) as a clear glass. 1H-NMR (CD3OD): δ 9.05-9.03 (1H, dd, J=3.7, 5.3 Hz), 9.02-8... The reactants are C(C)(C)(C)N1CCC(CC1)CC(=O)NC1=CC=CC=C1 (2-(1-tert-butyl-piperidin-4-yl)-N-phenyl-acetamide), CC1=NC(=CC=C1)C (2,6-dimethylpyridine), ClCCCl (1,2-dichloroethane), ClC1=C(C(=O)O)C(=CC=C1)CC(N[C@H](C1=CC(=CC=C1)F)C1CC1)=O (2-Chloro-6-({[(S)-cyclopropyl-(3-fluoro-phenyl)-methyl]-carbamoyl}-methyl)-benzoic acid). Run at temperature 0 celsius, time 15 minute. Product: C1(CC1)[C@@H](C1=CC(=CC=C1)F)NC(=O)C1=C(N(C(C2=C(C=CC=C12)Cl)=O)C1=CC=CC=C1)CC1CCN(CC1)C(C)(C)C (3-(1-tert-Butyl-piperidin-4-ylmethyl)-8-chloro-1-oxo-2-phenyl-1,2-dihydro-isoquinoline-4-carboxylic acid [(S)-cyclopropyl-(3-fluoro-phenyl)-methyl]-amide). Isolated yield 15.8%. As a reaction SMILES: [C:1]([N:5]1[CH2:10][CH2:9][CH:8]([CH2:11][C:12]([NH:14][C:15]2[CH:20]=[CH:19][CH:18]=[CH:17][CH:16]=2)=O)[CH2:7][CH2:6]1)([CH3:4])([CH3:3])[CH3:2].CC1C=CC=C(C)N=1.ClCCCl.[Cl:33][C:34]1[CH:42]=[CH:41][CH:40]=[C:39]([CH2:43][C:44](=[O:57])[NH:45][C@@H:46]([CH:54]2[CH2:56][CH2:55]2)[C:47]2[CH:52]=[CH:51][CH:50]=[C:49]([F:53])[CH:48]=2)[C:35]=1[C:36](O)=[O:37]>>[CH:54]1([C@H:46]([NH:45][C:44]([C:43]2[C:39]3[C:35](=[C:34]([Cl:33])[CH:42]=[CH:41][CH:40]=3)[C:36](=[O:37])[N:14]([C:15]3[CH:20]=[CH:19][CH:18]=[CH:17][CH:16]=3)[C:12]=2[CH2:11][CH:8]2[CH2:7][CH2:6][N:5]([C:1]([CH3:4])([CH3:3])[CH3:2])[CH2:10][CH2:9]2)=[O:57])[C:47]2[CH:52]=[CH:51][CH:50]=[C:49]([F:53])[CH:48]=2)[CH2:56][CH2:55]1. Procedure details: To a cold (ice bath) mixture of 2-(1-tert-butyl-piperidin-4-yl)-N-phenyl-acetamide (250 mg, 0.91 mmol) and 2,6-dimethylpyridine (0.139 ml, 1.2 mmol) in 1,2-dichloroethane (8 ml) oxalyl chloride (0.07 ml, 0.8 mmol) was added and stirred at 0° C. for 15 min. 2-Chloro-6-({[(S)-cyclopropyl-(3-fluoro-phenyl)-methyl]-carbamoyl}-methyl)-benzoic acid (70 mg, 0.2 mmol) was added and the reaction mixture was stirred in a sealed vessel at 90° C. for 15 hours. It was partitioned between 0.5 M aq. NaOH (40 m...